Task: describe an organic reaction: reactants, conditions, products, and yield. Dataset: the Open Reaction Database (ORD), a public repository of structured organic reaction records Run at temperature 0 celsius, time 20 minute. Isolated yield 64.9%. The reactants are [C@@H]([C@H](C(=O)[O-])O)(C(=O)[O-])O.[Na+].[K+] (Rochelle salt), O[C@@H](C(=O)OC)CO[C@H](CO[Si](C(C)C)(C(C)C)C(C)C)C ((R)-methyl 2-hydroxy-3-((S)-1-(triisopropylsilyloxy)propan-2-yloxy)propanoate), C[Al](C)C (Trimethylaluminium), CC=1N=CC(=NC1)N (5-methylpyrazin-2-amine). Solvent: C(C)(=O)OCC (ethyl acetate), C1(=CC=CC=C1)C (toluene), C1(=CC=CC=C1)C (toluene). Product: O[C@H](C(=O)NC1=NC=C(N=C1)C)CO[C@@H](CO[Si](C(C)C)(C(C)C)C(C)C)C ((S)-2-hydroxy-N-(5-methylpyrazin-2-yl)-3-((R)-1-(triisopropylsilyloxy)propan-2-yloxy)propanamide). Procedure details: Trimethylaluminium (2M solution in toluene) (72.5 mL, 145 mmol) was added to 5-methylpyrazin-2-amine (13.64 g, 125.0 mmol) in toluene (520 mL) cooled to 0° C. under nitrogen. The resulting solution was stirred at 0° C. for 20 minutes. (R)-methyl 2-hydroxy-3-((S)-1-(triisopropylsilyloxy)propan-2-yloxy)propanoate (Intermediate AU5) (33.5 g, 100.0 mmol) in toluene (130 mL) was added and the reaction was allowed to warm to room temperature and then stirred at 72° C. for 2.5 hours. The reaction mixtu... RXN SMILES: C[Al](C)C.[CH3:5][C:6]1[N:7]=[CH:8][C:9]([NH2:12])=[N:10][CH:11]=1.[OH:13][C@H:14]([CH2:19][O:20][C@@H:21]([CH3:34])[CH2:22][O:23][Si:24]([CH:31]([CH3:33])[CH3:32])([CH:28]([CH3:30])[CH3:29])[CH:25]([CH3:27])[CH3:26])[C:15](OC)=[O:16].[C@H](O)(C([O-])=O)[C@@H](O)C([O-])=O.[Na+].[K+]>C1(C)C=CC=CC=1.C(OCC)(=O)C>[OH:13][C@@H:14]([CH2:19][O:20][C@H:21]([CH3:34])[CH2:22][O:23][Si:24]([CH:28]([CH3:30])[CH3:29])([CH:31]([CH3:33])[CH3:32])[CH:25]([CH3:26])[CH3:27])[C:15]([NH:12][C:9]1[CH:8]=[N:7][C:6]([CH3:5])=[CH:11][N:10]=1)=[O:16] |f:3.4.5|. Starting materials: N1=CC=CC=C1 (pyridine), C(C)(=O)Cl (acetyl chloride), [Si](C)(C)(C(C)(C)C)N1C(CC1CC(C)O)=O (1-(t-butyldimethylsilyl)-4-(2-hydroxypropyl)-2-azetidinone). The solvent is C(Cl)Cl (CH2Cl2), C(Cl)Cl (CH2Cl2). Reaction conditions: time 15 minute. Product: [Si](C)(C)(C(C)(C)C)N1C(CC1CC(C)OC(C)=O)=O (1-(t-butyldimethylsilyl)-4-(2-acetoxypropyl)-2-azetidinone). Reaction SMILES: [Si:1]([N:8]1[CH:11]([CH2:12][CH:13]([OH:15])[CH3:14])[CH2:10][C:9]1=[O:16])([C:4]([CH3:7])([CH3:6])[CH3:5])([CH3:3])[CH3:2].N1C=CC=CC=1.[C:23](Cl)(=[O:25])[CH3:24]>C(Cl)Cl>[Si:1]([N:8]1[CH:11]([CH2:12][CH:13]([O:15][C:23](=[O:25])[CH3:24])[CH3:14])[CH2:10][C:9]1=[O:16])([C:4]([CH3:6])([CH3:7])[CH3:5])([CH3:3])[CH3:2]. Procedure: 1-(t-butyldimethylsilyl)-4-(2-hydroxypropyl)-2-azetidinone (2.46 g) id dissolved in 20 ml CH2Cl2 cooled to 0° and treated with 0.90 g pyridine and 0.080 g of acetyl chloride (added dropwise). The reaction mixture is stirred at 0° for 15 min, allowed to warm to r.t. during the next 15 min and then worked up by dilution with CH2Cl2 and washing with water, drying and evaporating. The residue on chromatography on silica gel gives 1-(t-butyldimethylsilyl)-4-(2-acetoxypropyl)-2-azetidinone.